This data is from the Open Reaction Database (ORD), a public repository of structured organic reaction records. The task is: describe an organic reaction: reactants, conditions, products, and yield Reactants: COC(=O)CNC(=O)CNC(=O)OC(C)(C)C, Cl, [Na+], C1CCOC1, [OH-], O. Yields the product CC(C)(C)OC(=O)NCC(=O)NCC(=O)O. Reaction SMILES: [CH3:1][O:2][C:3]([CH2:4][NH:5][C:6]([CH2:7][NH:8][C:9](=[O:10])[O:11][C:12]([CH3:13])([CH3:14])[CH3:15])=[O:16])=[O:17].[ClH:20].[Na+:19].[O:21]1[CH2:22][CH2:23][CH2:24][CH2:25]1.[OH-:18].[OH2:26]>>[O:2]=[C:3]([CH2:4][NH:5][C:6]([CH2:7][NH:8][C:9](=[O:10])[O:11][C:12]([CH3:13])([CH3:14])[CH3:15])=[O:16])[OH:17]. Reactants: [Li]CCCC, CC[Si](CC)(CC)OCC(=O)O[Si](CC)(CC)CC, C[Si](C)(C)[N-][Si](C)(C)C, CN([SiH](C)C)[Si](C)(C)C, C[Si](C)(C)Cl, COCCOC, [Li+]. The product is CC[Si](CC)(CC)OC=C(O[Si](C)(C)C)O[Si](CC)(CC)CC. Reaction SMILES: [CH2:10]([Li:11])[CH2:12][CH2:13][CH3:14].[CH2:30]([CH3:31])[Si:32]([CH2:33][CH3:34])([CH2:35][CH3:36])[O:37][C:38]([CH2:39][O:40][Si:41]([CH2:42][CH3:43])([CH2:44][CH3:45])[CH2:46][CH3:47])=[O:48].[CH3:16][Si:17]([N-:18][Si:19]([CH3:20])([CH3:21])[CH3:22])([CH3:23])[CH3:24].[CH3:1][SiH:2]([CH3:3])[N:8]([Si:4]([CH3:5])([CH3:6])[CH3:7])[CH3:9].[CH3:25][Si:26]([Cl:27])([CH3:28])[CH3:29].[CH3:49][O:50][CH2:51][CH2:52][O:53][CH3:54].[Li+:15]>>[Si:4]([CH3:5])([CH3:6])([CH3:7])[O:48][C:38]([O:37][Si:32]([CH2:30][CH3:31])([CH2:33][CH3:34])[CH2:35][CH3:36])=[CH:39][O:40][Si:41]([CH2:42][CH3:43])([CH2:44][CH3:45])[CH2:46][CH3:47]. Reactants: N1(CCCC1)CC(=O)C1CCN(CC1)C(=O)OC(C)(C)C (Tert-butyl 4-(2-pyrrolidin-1-ylacetyl)piperidinecarboxylate), [BH4-].[Na+] (sodium borohydride), Cl (hydrochloric acid). Run in CO (methanol). Product: OC(CN1CCCC1)C1CCN(CC1)C(=O)OC(C)(C)C (tert-butyl 4-(1-hydroxy-2-pyrrolidin-1-ylethyl)piperidinecarboxylate). RXN SMILES: [N:1]1([CH2:6][C:7]([CH:9]2[CH2:14][CH2:13][N:12]([C:15]([O:17][C:18]([CH3:21])([CH3:20])[CH3:19])=[O:16])[CH2:11][CH2:10]2)=[O:8])[CH2:5][CH2:4][CH2:3][CH2:2]1.[BH4-].[Na+].Cl>CO>[OH:8][CH:7]([CH:9]1[CH2:10][CH2:11][N:12]([C:15]([O:17][C:18]([CH3:21])([CH3:20])[CH3:19])=[O:16])[CH2:13][CH2:14]1)[CH2:6][N:1]1[CH2:5][CH2:4][CH2:3][CH2:2]1 |f:1.2|. Procedure details: Tert-butyl 4-(2-pyrrolidin-1-ylacetyl)piperidinecarboxylate (0.33 g, 1.1 mmol) prepared according to Reference Example 12 was dissolved in methanol (5.0 mL), and was mixed with sodium borohydride (0.13 g, 3.3 mmol) added with stirring under ice-cooling, followed by stirring at room temperature for one hour. Diluted hydrochloric acid (1.0 mol/L, 0.5 mL) was added dropwise to the reaction mixture under ice-cooling, and the solvent was distilled off. The residue was diluted with water and was extra...